Dataset: the Open Reaction Database (ORD), a public repository of structured organic reaction records. Task: describe an organic reaction: reactants, conditions, products, and yield Starting materials: Cl (Hydrochloric acid), ClC1=CC=C(C=C1)C1=CCCNC12CCCCC2 (5-(4-chlorophenyl)-1-azaspiro[5.5]undec-4-ene), ClC1=CC=C(C=C1)C1=CCCNC12CCCCC2 (5-(4-chlorophenyl)-1-azaspiro[5.5]undec-4-ene). Run in ClCCl (dichloromethane), CCOCC (ether). Reaction conditions: time 30 minute. Product: Cl.ClC1=CC=C(C=C1)C1=CCCNC12CCCCC2 (5-(4-chlorophenyl)-1-azaspiro[5.5]undec-4-ene hydrochloride). As a reaction SMILES: Cl.[Cl:2][C:3]1[CH:8]=[CH:7][C:6]([C:9]2[C:14]3([CH2:19][CH2:18][CH2:17][CH2:16][CH2:15]3)[NH:13][CH2:12][CH2:11][CH:10]=2)=[CH:5][CH:4]=1>CCOCC.ClCCl>[ClH:2].[Cl:2][C:3]1[CH:8]=[CH:7][C:6]([C:9]2[C:14]3([CH2:15][CH2:16][CH2:17][CH2:18][CH2:19]3)[NH:13][CH2:12][CH2:11][CH:10]=2)=[CH:5][CH:4]=1 |f:4.5|. Procedure: 5M Hydrochloric acid (200 ml) was added slowly to a solution of 5-(4-chlorophenyl)-1-azaspiro[5.5]undec-4-ene (98 g) in ether (1 l) and the mixture was stirred at ambient temperature for 30 minutes. The resulting solid was collected by filtration and washed with cold water followed by dichloromethane to give an off-white solid. The process was repeated using the remainder of 5-(4-chlorophenyl)-1-azaspiro[5.5]undec-4-ene to give further off-white solid. The combined solids were stirred in dichlor... Reactants: C1(CC1)C(=O)N1CC=2C=3C=4C(=CC=CC4NC3C1)C(NN2)=O (2-(cyclopropanecarbonyl)-2,3,4,9-tetrahydro-2,4, 9,10-tetraazacyclohepta[def]fluoren-8(1H)-one), CN(C)CCCl (N,N-dimethylamino-2-chloroethane), CN(CCN1C=2C=CC=C3C2C=2C(CC(CC12)(C)C)=NNC3=O)C (10-(2-(dimethylamino)ethyl)-2,2-dimethyl-2,3,5,10-tetrahydro-[1,2]diazepino[3,4,5,6-def]carbazol-6(1H)-one). Yields the product C1(CC1)C(=O)N1CC=2C=3C=4C(=CC=CC4N(C3C1)CCN(C)C)C(NN2)=O (2-(cyclopropanecarbonyl)-4-(2-(dimethylamino)ethyl)-2,3,4,9-tetrahydro-2,4,9,10-tetraazacyclohepta[def]fluoren-8(1H)-one). Reaction SMILES: [CH:1]1([C:4]([N:6]2[CH2:18][C:17]3[NH:16][C:15]4[CH:14]=[CH:13][CH:12]=[C:11]5[C:19](=[O:22])[NH:20][N:21]=[C:8]([C:9]=3[C:10]=45)[CH2:7]2)=[O:5])[CH2:3][CH2:2]1.[CH3:23][N:24]([CH2:26][CH2:27]Cl)[CH3:25].CN(C)CCN1C2CC(C)(C)CC3=NNC(=O)C4C(C=23)=C1C=CC=4>>[CH:1]1([C:4]([N:6]2[CH2:18][C:17]3[N:16]([CH2:27][CH2:26][N:24]([CH3:25])[CH3:23])[C:15]4[CH:14]=[CH:13][CH:12]=[C:11]5[C:19](=[O:22])[NH:20][N:21]=[C:8]([C:9]=3[C:10]=45)[CH2:7]2)=[O:5])[CH2:2][CH2:3]1. Procedure: Compound 48 was prepared from 2-(cyclopropanecarbonyl)-2,3,4,9-tetrahydro-2,4, 9,10-tetraazacyclohepta[def]fluoren-8(1H)-one and N,N-dimethylamino-2-chloroethane according to the procedures similar to those for Compound 28. 1H NMR (DMSO-d6) δ 10.0 (s, 1H), 7.67 (d, 1H, J=8.4 Hz), 7.51 (d, 1H, J=7.8 Hz), 7.23 (dd, 1H, J=8.4, 7.8 Hz), 5.22 (s, 1H), 4.98 (s, 1H), 4.55 (s, 1H), 4.28-4.35 (m, 3H), 2.58-2.62 (m, 2H), 2.19 (s, 6H), 2.09-2.13 (m, 1H), and 0.79 (s, 4H). MS (ESI) m/e [M+1]+ 366. Starting materials: [OH-].[Na+] (sodium hydroxide), C(C=C)N1CC(CCC1)(O)C1=C2C=CNC2=CC=C1 (1-(2-propenyl)-3-(1H-indol-4-yl)-3-piperidinol), C([O-])([O-])=O.[K+].[K+] (Potassium carbonate). Solvent: Cl (hydrochloric acid). Product: C(C=C)N1CC(=CCC1)C1=C2C=CNC2=CC=C1 (4-[1-(2-propenyl)-1,2,5,6-tetrahydropyridin-3-yl]-1H-indole). Yield: 52.6%. Reaction SMILES: [CH2:1]([N:4]1[CH2:9][CH2:8][CH2:7][C:6]([C:11]2[CH:19]=[CH:18][CH:17]=[C:16]3[C:12]=2[CH:13]=[CH:14][NH:15]3)(O)[CH2:5]1)[CH:2]=[CH2:3].[OH-].[Na+].C(=O)([O-])[O-].[K+].[K+]>Cl>[CH2:1]([N:4]1[CH2:9][CH2:8][CH:7]=[C:6]([C:11]2[CH:19]=[CH:18][CH:17]=[C:16]3[C:12]=2[CH:13]=[CH:14][NH:15]3)[CH2:5]1)[CH:2]=[CH2:3] |f:1.2,3.4.5|. Procedure: A solution of 14 g of the product of Example 27 in 400 ml of hydrochloric acid was refluxed for 4 hours and the mixture was iced and made alkaline with sodium hydroxide. Potassium carbonate was added to the mixture which was then extracted with ethyl acetate. The organic phase was dried and evaporated to dryness under reduced pressure and the 12.7 g of residue were chromatographed over silica gel. Elution with a 9-1 chloroform-acetone mixture yielded 6.85 g of 4-[1-(2-propenyl)-1,2,5,6-tetrahydr... Reactants: C1CCOC1, [Cl-], [Cl-], Clc1ccc(C[Zn+])cc1, CC(C)(O[Si](C)(C)C)c1cc(Cl)nc(Cl)n1, [NH4+]. Product: CC(C)(O[Si](C)(C)C)c1cc(Cc2ccc(Cl)cc2)nc(Cl)n1. RXN SMILES: [CH2:29]1[O:30][CH2:31][CH2:32][CH2:33]1.[Cl-:17].[Cl-:27].[Cl:18][c:19]1[cH:20][cH:21][c:22]([CH2:23][Zn+:24])[cH:25][cH:26]1.[Cl:1][c:2]1[n:3][c:4]([C:9]([CH3:10])([O:11][Si:12]([CH3:13])([CH3:14])[CH3:15])[CH3:16])[cH:5][c:6]([Cl:8])[n:7]1.[NH4+:28]>>[Cl:1][c:2]1[n:3][c:4]([C:9]([CH3:10])([O:11][Si:12]([CH3:13])([CH3:14])[CH3:15])[CH3:16])[cH:5][c:6]([CH2:23][c:22]2[cH:21][cH:20][c:19]([Cl:18])[cH:26][cH:25]2)[n:7]1. Procedure details: Similarly, equimolar amounts of p-methoxyaniline and 3,5-diacetyl-4,6-dihydroxy-2H-pyran-2-one are refluxed in methanol to give, upon workup, 5-acetyl-4-hydroxy-3-[1-(p-methoxyphenylamino)ethylidene]-2H-pyran-2,6(3H)-dione, m.p. 212°-214° C. Starting materials: COC1=CC=C(N)C=C1 (p-methoxyaniline), C(C)(=O)C=1C(OC(=C(C1O)C(C)=O)O)=O (3,5-diacetyl-4,6-dihydroxy-2H-pyran-2-one). Product: C(C)(=O)C1=C(C(C(OC1=O)=O)=C(C)NC1=CC=C(C=C1)OC)O (5-acetyl-4-hydroxy-3-[1-(p-methoxyphenylamino)ethylidene]-2H-pyran-2,6(3H)-dione). Run in CO (methanol). RXN SMILES: [CH3:1][O:2][C:3]1[CH:9]=[CH:8][C:6]([NH2:7])=[CH:5][CH:4]=1.[C:10]([C:13]1[C:14](=[O:24])[O:15][C:16]([OH:23])=[C:17]([C:20](=O)[CH3:21])[C:18]=1[OH:19])(=[O:12])[CH3:11]>CO>[C:10]([C:13]1[C:14](=[O:24])[O:15][C:16](=[O:23])[C:17](=[C:20]([NH:7][C:6]2[CH:8]=[CH:9][C:3]([O:2][CH3:1])=[CH:4][CH:5]=2)[CH3:21])[C:18]=1[OH:19])(=[O:12])[CH3:11]. Reactants: ClC=1C=2N(C3=C(N1)C(=NN3C)C)N=CC2C(=O)OCC (5-chloro-1,3-dimethyl-1H-dipyrazolo[1,5-a:4',3'-e]pyrazine-6-carboxylic acid, ethyl ester), [SH-].[Na+] (sodium bisulfide). Run in C(CC)O (n-propanol). Yields the product CN1N=C(C=2N=C(C=3N(C21)N=CC3C(=O)OCC)S)C (1,3-Dimethyl-5-mercapto-1H-dipyrazolo[1,5-a:4',3'-e]pyrazine-6-carboxylic acid, ethyl ester). As a reaction SMILES: Cl[C:2]1[C:3]2[N:4]([N:13]=[CH:14][C:15]=2[C:16]([O:18][CH2:19][CH3:20])=[O:17])[C:5]2[N:10]([CH3:11])[N:9]=[C:8]([CH3:12])[C:6]=2[N:7]=1.[SH-:21].[Na+]>C(O)CC>[CH3:11][N:10]1[C:5]2[N:4]3[N:13]=[CH:14][C:15]([C:16]([O:18][CH2:19][CH3:20])=[O:17])=[C:3]3[C:2]([SH:21])=[N:7][C:6]=2[C:8]([CH3:12])=[N:9]1 |f:1.2|. Procedure: 5.86 gms. of 5-chloro-1,3-dimethyl-1H-dipyrazolo[1,5-a:4',3'-e]pyrazine-6-carboxylic acid, ethyl ester, are refluxed with 2 gms. of sodium bisulfide and 50 ml. of n-propanol for 3 hours. On cooling, the product, 1,3-dimethyl-5-mercapto-1H-dipyrazolo[1,5-a:4',3'-e]pyrazine-6-carboxylic acid, ethyl ester, crystallizes in the form of yellow filamentous needles which are recrystallized from n-propanol, yield 4.76 gms., m.p. 189°-191°. The reactants are CC(C)C[Al+]CC(C)C, Cc1ccccc1, [Cl-], [H-], [NH4+], C1CCOC1, COC(=O)c1cccc(NC(=O)N2CCN(c3nc(-c4ccccc4)ns3)CC2)c1. Product: O=C(Nc1cccc(CO)c1)N1CCN(c2nc(-c3ccccc3)ns2)CC1. Reaction SMILES: [CH2:32]([Al+:33][CH2:34][CH:35]([CH3:36])[CH3:37])[CH:38]([CH3:39])[CH3:40].[CH3:41][c:42]1[cH:43][cH:44][cH:45][cH:46][cH:47]1.[Cl-:48].[H-:31].[NH4+:49].[O:50]1[CH2:51][CH2:52][CH2:53][CH2:54]1.[c:1]1(-[c:7]2[n:8][s:9][c:10]([N:12]3[CH2:13][CH2:14][N:15]([C:18](=[O:19])[NH:20][c:21]4[cH:22][c:23]([C:24](=[O:25])[O:26][CH3:27])[cH:28][cH:29][cH:30]4)[CH2:16][CH2:17]3)[n:11]2)[cH:2][cH:3][cH:4][cH:5][cH:6]1>>[c:1]1(-[c:7]2[n:8][s:9][c:10]([N:12]3[CH2:13][CH2:14][N:15]([C:18](=[O:19])[NH:20][c:21]4[cH:22][c:23]([CH2:24][OH:25])[cH:28][cH:29][cH:30]4)[CH2:16][CH2:17]3)[n:11]2)[cH:2][cH:3][cH:4][cH:5][cH:6]1. The reactants are CC#N, CCC(N)C1CC1, CCN(C(C)C)C(C)C, O=c1[nH]ccc(Cl)c1[N+](=O)[O-], Cl. The product is CCC(Nc1cc[nH]c(=O)c1[N+](=O)[O-])C1CC1. RXN SMILES: [CH3:29][C:30]#[N:31].[CH:13]1([CH:16]([CH2:17][CH3:18])[NH2:19])[CH2:14][CH2:15]1.[CH:20]([N:21]([CH2:22][CH3:23])[CH:24]([CH3:25])[CH3:26])([CH3:27])[CH3:28].[Cl:1][c:2]1[c:3]([N+:9](=[O:10])[O-:11])[c:4](=[O:8])[nH:5][cH:6][cH:7]1.[ClH:12]>>[c:2]1([NH:19][CH:16]([CH:13]2[CH2:14][CH2:15]2)[CH2:17][CH3:18])[c:3]([N+:9](=[O:10])[O-:11])[c:4](=[O:8])[nH:5][cH:6][cH:7]1. Reactants: ClC1=C(C(=O)N)C=CC(=C1)F (2-chloro-4-fluorobenzamide), C(C(=O)Cl)(=O)Cl (oxalyl chloride). Solvent: ClCCl (dichloromethane). The product is ClC1=C(C(=O)N=C=O)C=CC(=C1)F (2-Chloro-4-fluorobenzoyl isocyanate). Yield: 96.7%. As a reaction SMILES: [Cl:1][C:2]1[CH:10]=[C:9]([F:11])[CH:8]=[CH:7][C:3]=1[C:4]([NH2:6])=[O:5].C(Cl)(=O)[C:13](Cl)=[O:14]>ClCCl>[Cl:1][C:2]1[CH:10]=[C:9]([F:11])[CH:8]=[CH:7][C:3]=1[C:4]([N:6]=[C:13]=[O:14])=[O:5]. Procedure details: 1.64 g (6 mmol) of 2-chloro-4-fluorobenzamide were dissolved in 3 ml of dichloromethane and, at 0° C. and under a nitrogen atmosphere, 0.8 ml (9.3 mmol) of oxalyl chloride was added, and the mixture was heated to reflux for 9 hours. The reaction mixture was concentrated under high vacuum and afforded 1.17 g (5.8 mmol) of the desired product, which was employed as solution in dichloromethane (1 mmol in 1.7 ml of solution) in stage b.